From a dataset of the Open Reaction Database (ORD), a public repository of structured organic reaction records. describe an organic reaction: reactants, conditions, products, and yield Starting materials: S(=O)(Cl)Cl (thionyl chloride), CC=1C=C2C=CC(=NC2=CC1)C1=C(C(=O)N)C=CC=C1 (2-(6-methylquinolin-2-yl)benzamide). Product: ClC1=CC(=NC2=CC=C(C=C12)C)C1=C(C#N)C=CC=C1 (2-(4-chloro-6-methylquinolin-2-yl)benzo-nitrile). Isolated yield 11.0%. As a reaction SMILES: S(Cl)([Cl:3])=O.[CH3:5][C:6]1[CH:7]=[C:8]2[C:13](=[CH:14][CH:15]=1)[N:12]=[C:11]([C:16]1[CH:24]=[CH:23][CH:22]=[CH:21][C:17]=1[C:18]([NH2:20])=O)[CH:10]=[CH:9]2>>[Cl:3][C:9]1[C:8]2[C:13](=[CH:14][CH:15]=[C:6]([CH3:5])[CH:7]=2)[N:12]=[C:11]([C:16]2[CH:24]=[CH:23][CH:22]=[CH:21][C:17]=2[C:18]#[N:20])[CH:10]=1. Procedure: 2.5 ml (34.2 mmol) of thionyl chloride were added to 1.28 g (4.88 mmol) of 2-(6-methylquinolin-2-yl)benzamide obtained in Reference Example 7 and the mixture was stirred. After heating the mixture under reflux for 3 hours, thionyl chloride was distilled off. The residue was dissolved in 100 ml of chloroform and poured into iced water. The organic layer was separated, neutralized with 150 ml of a saturated sodium bicarbonate solution, washed with a saturated sodium chloride solution and dried ove...